This data is from the Open Reaction Database (ORD), a public repository of structured organic reaction records. The task is: describe an organic reaction: reactants, conditions, products, and yield The reactants are CC1(C)OB(c2ccc3cn(Cc4ccccc4)nc3c2)OC1(C)C, [K+], [K+], [K+], CC(C)(C)OC(=O)N1CCC(c2cc(Br)c3c(N)ncnn23)C1, CN(C)C=O, O, O=P([O-])([O-])[O-]. Yields the product CC(C)(C)OC(=O)N1CCC(c2cc(-c3ccc4cn(Cc5ccccc5)nc4c3)c3c(N)ncnn23)C1. Reaction SMILES: [CH2:1]([c:2]1[cH:3][cH:4][cH:5][cH:6][cH:7]1)[n:8]1[n:9][c:10]2[cH:11][c:12]([B:17]3[O:18][C:19]([CH3:20])([CH3:21])[C:22]([CH3:23])([CH3:24])[O:25]3)[cH:13][cH:14][c:15]2[cH:16]1.[K+:54].[K+:55].[K+:56].[NH2:26][c:27]1[n:28][cH:29][n:30][n:31]2[c:32]1[c:33]([Br:48])[cH:34][c:35]2[CH:36]1[CH2:37][N:38]([C:41](=[O:42])[O:43][C:44]([CH3:45])([CH3:46])[CH3:47])[CH2:39][CH2:40]1.[O:58]=[CH:59][N:60]([CH3:61])[CH3:62].[OH2:57].[P:49]([O-:50])([O-:51])([O-:52])=[O:53]>>[CH2:1]([c:2]1[cH:3][cH:4][cH:5][cH:6][cH:7]1)[n:8]1[n:9][c:10]2[cH:11][c:12](-[c:33]3[c:32]4[c:27]([NH2:26])[n:28][cH:29][n:30][n:31]4[c:35]([CH:36]4[CH2:37][N:38]([C:41](=[O:42])[O:43][C:44]([CH3:45])([CH3:46])[CH3:47])[CH2:39][CH2:40]4)[cH:34]3)[cH:13][cH:14][c:15]2[cH:16]1. Reactants: [Al+3], O=C1CCCN(Cc2ccccc2)CC1, CCOCC, [H-], [H-], [H-], [H-], [Li+], [Na+], [OH-], O. Product: OC1CCCN(Cc2ccccc2)CC1. RXN SMILES: [Al+3:17].[CH2:1]([c:2]1[cH:3][cH:4][cH:5][cH:6][cH:7]1)[N:8]1[CH2:9][CH2:10][C:11](=[O:15])[CH2:12][CH2:13][CH2:14]1.[CH3:25][CH2:26][O:27][CH2:28][CH3:29].[H-:16].[H-:19].[H-:20].[H-:21].[Li+:18].[Na+:24].[OH-:23].[OH2:22]>>[CH2:1]([c:2]1[cH:3][cH:4][cH:5][cH:6][cH:7]1)[N:8]1[CH2:9][CH2:10][CH:11]([OH:15])[CH2:12][CH2:13][CH2:14]1. The reactants are CCOC(=O)c1c(C)[nH]c(C=O)c1CCCS(C)(=O)=O, CO, Cl, [Li+], [OH-], O. The product is Cc1[nH]c(C=O)c(CCCS(C)(=O)=O)c1C(=O)O. As a reaction SMILES: [CH2:3]([CH3:4])[O:5][C:6](=[O:7])[c:8]1[c:9]([CH3:22])[nH:10][c:11]([CH:20]=[O:21])[c:12]1[CH2:13][CH2:14][CH2:15][S:16](=[O:17])(=[O:18])[CH3:19].[CH3:24][OH:25].[ClH:23].[Li+:1].[OH-:2].[OH2:26]>>[O:5]=[C:6]([OH:7])[c:8]1[c:9]([CH3:22])[nH:10][c:11]([CH:20]=[O:21])[c:12]1[CH2:13][CH2:14][CH2:15][S:16](=[O:17])(=[O:18])[CH3:19]. Starting materials: OC1=CC=C(C=C1)C1=CC=C(C=C1)C#N (4'-hydroxybiphenyl-4-carbonitrile), ClCCCCCCCCO (8-chloro-1-octanol), C([O-])([O-])=O.[K+].[K+] (potassium carbonate). Run in CC(=O)CC (ethyl methyl ketone). The product is OCCCCCCCCOC1=CC=C(C=C1)C1=CC=C(C=C1)C#N (4'-(8-hydroxyoctyloxy)biphenyl-4-carbonitrile). The yield is 59.2%. As a reaction SMILES: [OH:1][C:2]1[CH:7]=[CH:6][C:5]([C:8]2[CH:13]=[CH:12][C:11]([C:14]#[N:15])=[CH:10][CH:9]=2)=[CH:4][CH:3]=1.Cl[CH2:17][CH2:18][CH2:19][CH2:20][CH2:21][CH2:22][CH2:23][CH2:24][OH:25].C(=O)([O-])[O-].[K+].[K+]>CC(CC)=O>[OH:25][CH2:24][CH2:23][CH2:22][CH2:21][CH2:20][CH2:19][CH2:18][CH2:17][O:1][C:2]1[CH:3]=[CH:4][C:5]([C:8]2[CH:13]=[CH:12][C:11]([C:14]#[N:15])=[CH:10][CH:9]=2)=[CH:6][CH:7]=1 |f:2.3.4|. Procedure: A solution of 5.0 g of 4'-hydroxybiphenyl-4-carbonitrile and 5.1 g of 8-chloro-1-octanol in 100 ml of ethyl methyl ketone was treated with 14.1 g of finely powdered potassium carbonate and the mixture was heated under slight reflux overnight. The suspension was suction filtered and the filtrate was concentrated in a vacuum. Chromatography of the residue on silica gel with hexane/ethyl acetate (vol. 1:1) gave 4.9 g of 4'-(8-hydroxyoctyloxy)biphenyl-4-carbonitrile. Reactants: resultant mixture, Cl (hydrochloric acid), ice, COCC1=C(SC=C1)S(=O)(=O)N (3-(methoxymethyl)thiophene-2-sulfonamide), COC1=NC(=NC(=C1)C)NC(OC1=CC=CC=C1)=O (phenyl N-(4-methoxy-6-methylpyrimidin-2-yl)carbamate), 1,8-diazabicyclo[5.4]undec-7-ene. The solvent is O1CCOCC1 (1,4-dioxane). Conditions: time 2 hour. The product is COC1=NC(=NC(=C1)C)NC(=O)NS(=O)(=O)C=1SC=CC1COC (N-[(4-Methoxy-6-methylpyrimidin-2-yl)aminocarbonyl]-3-(methoxymethyl)thiophene-2-sulfonamide). RXN SMILES: [CH3:1][O:2][CH2:3][C:4]1[CH:8]=[CH:7][S:6][C:5]=1[S:9]([NH2:12])(=[O:11])=[O:10].[CH3:13][O:14][C:15]1[CH:20]=[C:19]([CH3:21])[N:18]=[C:17]([NH:22][C:23](=O)[O:24]C2C=CC=CC=2)[N:16]=1.Cl>O1CCOCC1>[CH3:13][O:14][C:15]1[CH:20]=[C:19]([CH3:21])[N:18]=[C:17]([NH:22][C:23]([NH:12][S:9]([C:5]2[S:6][CH:7]=[CH:8][C:4]=2[CH2:3][O:2][CH3:1])(=[O:11])=[O:10])=[O:24])[N:16]=1. Procedure: To 0.41 g of 3-(methoxymethyl)thiophene-2-sulfonamide and 0.52 g of phenyl N-(4-methoxy-6-methylpyrimidin-2-yl)carbamate in 25 mL of 1,4-dioxane is added 0.3 mL of 1,8-diazabicyclo[5.4]undec-7-ene. After being stirred for two hours at ambient temperature and pressure, the reaction mixture is poured onto 25-50 g of ice and the resultant mixture is acidified to pH 3 by the addition of hydrochloric acid. The desired solid product can be isolated by filtration. Alternatively, it can be extracted int...